From a dataset of the Open Reaction Database (ORD), a public repository of structured organic reaction records. describe an organic reaction: reactants, conditions, products, and yield The product is N(CC(=O)N[C@@H](CC1=CC=CC=C1)C(=O)NCC(=O)N[C@@H](C(C)C)C(=O)NCC(=O)OCC1=CC=CC=C1)C(=O)OC(C)(C)C (Boc-Gly-Phe-Gly-Val-Gly-OBzl). Reactants: N([C@@H](CC1=CC=CC=C1)C(=O)NCC(=O)N[C@@H](C(C)C)C(=O)NCC(=O)OCC1=CC=CC=C1)C(=O)OC(C)(C)C (Boc-Phe-Gly-Val-Gly-OBzl), anhydride, N([C@@H](CC1=CC=CC=C1)C(=O)NCC(=O)N[C@@H](C(C)C)C(=O)NCC(=O)OCC1=CC=CC=C1)C(=O)OC(C)(C)C (Boc-Phe-Gly-Val-Gly-OBzl), NCC(=O)N[C@@H](C(C)C)C(=O)NCC(=O)OCC1=CC=CC=C1 (H-Gly-Val-Gly-OBzl), N(CC(=O)O)C(=O)OC(C)(C)C (Boc-Gly-OH). RXN SMILES: [NH:1](C(OC(C)(C)C)=O)[C@H:2]([C:10]([NH:12][CH2:13][C:14]([NH:16][C@H:17]([C:21]([NH:23][CH2:24][C:25]([O:27][CH2:28][C:29]1[CH:34]=[CH:33][CH:32]=[CH:31][CH:30]=1)=[O:26])=[O:22])[CH:18]([CH3:20])[CH3:19])=[O:15])=[O:11])[CH2:3][C:4]1[CH:9]=[CH:8][CH:7]=[CH:6][CH:5]=1.NCC(N[C@H](C(NCC(OCC1C=CC=CC=1)=O)=O)C(C)C)=O.[NH:65]([C:70]([O:72][C:73]([CH3:76])([CH3:75])[CH3:74])=[O:71])[CH2:66][C:67]([OH:69])=O>>[NH:65]([C:70]([O:72][C:73]([CH3:76])([CH3:75])[CH3:74])=[O:71])[CH2:66][C:67]([NH:1][C@H:2]([C:10]([NH:12][CH2:13][C:14]([NH:16][C@H:17]([C:21]([NH:23][CH2:24][C:25]([O:27][CH2:28][C:29]1[CH:30]=[CH:31][CH:32]=[CH:33][CH:34]=1)=[O:26])=[O:22])[CH:18]([CH3:20])[CH3:19])=[O:15])=[O:11])[CH2:3][C:4]1[CH:5]=[CH:6][CH:7]=[CH:8][CH:9]=1)=[O:69]. Procedure details: III (8.0 g, 14 mmol) was deblocked as described for II and coupled with Boc-Gly-OH by the excess mixed anhydride method and worked up as described under III to obtain the title compound in 98.6% yield, Rf2 0.75. Anal. Calcd. for C32H43N5O8 : C 61.42, H 6.92, N 11.19%. Found: C 61.12, H 7.21, N 11.19%. Isolated yield 98.6%. Starting materials: COC(C1=C(C=C(C=C1)C1=NC=NC(=C1C#CC=1C=NC(=CC1)N)CC)Cl)=O (4-[5-(6-amino-pyridin-3-ylethynyl)-6-ethyl-pyrimidin-4-yl]-2-chloro-benzoic acid methyl ester), [Li+].[OH-] (LiOH). Solvent: C1CCOC1 (THF), O (water). Reaction conditions: temperature 50 celsius. Product: NC1=CC=C(C=N1)C#CC=1C(=NC=NC1CC)C1=CC(=C(C(=O)O)C=C1)Cl (4-[5-(6-Amino-pyridin-3-ylethynyl)-6-ethyl-pyrimidin-4-yl]-2-chloro-benzoic acid). Reaction SMILES: C[O:2][C:3](=[O:28])[C:4]1[CH:9]=[CH:8][C:7]([C:10]2[C:15]([C:16]#[C:17][C:18]3[CH:19]=[N:20][C:21]([NH2:24])=[CH:22][CH:23]=3)=[C:14]([CH2:25][CH3:26])[N:13]=[CH:12][N:11]=2)=[CH:6][C:5]=1[Cl:27].[Li+].[OH-]>O.C1COCC1>[NH2:24][C:21]1[N:20]=[CH:19][C:18]([C:17]#[C:16][C:15]2[C:10]([C:7]3[CH:8]=[CH:9][C:4]([C:3]([OH:28])=[O:2])=[C:5]([Cl:27])[CH:6]=3)=[N:11][CH:12]=[N:13][C:14]=2[CH2:25][CH3:26])=[CH:23][CH:22]=1 |f:1.2|. Procedure: The title compound is synthesized according to general procedure GP8 starting from 3.3 g (8.4 mmol) 4-[5-(6-amino-pyridin-3-ylethynyl)-6-ethyl-pyrimidin-4-yl]-2-chloro-benzoic acid methyl ester using 1.06 g (25.2 mmoL) LiOH in 20 mL water and 100 mL THF. The reaction mixture is stirred over night at 50° C. The solvent is removed under reduced pressure and the residue is taken up in water. Aqueous 1 M HCl is added until pH 5-6 is reached. The precipitated product is filtered off and washed with w...